From a dataset of the Open Reaction Database (ORD), a public repository of structured organic reaction records. describe an organic reaction: reactants, conditions, products, and yield Reactants: COc1ccc(CSC2CC(C(=O)O)N(C(=O)OCc3ccc([N+](=O)[O-])cc3)C2)cc1, CN(C)C1=NCCNC1, CCN(C(C)C)C(C)C, O=C(O)C(F)(F)F, O=C(O)C(F)(F)F. The product is COc1ccc(CSC2CC(C(=O)N3CCN=C(N(C)C)C3)N(C(=O)OCc3ccc([N+](=O)[O-])cc3)C2)cc1. Reaction SMILES: [CH3:1][O:2][c:3]1[cH:4][cH:5][c:6]([CH2:7][S:8][CH:9]2[CH2:10][CH:11]([C:27](=[O:28])[OH:29])[N:12]([C:14](=[O:15])[O:16][CH2:17][c:18]3[cH:19][cH:20][c:21]([N+:24](=[O:25])[O-:26])[cH:22][cH:23]3)[CH2:13]2)[cH:30][cH:31]1.[CH3:46][N:47]([C:48]1=[N:53][CH2:52][CH2:51][NH:50][CH2:49]1)[CH3:54].[CH:55]([N:56]([CH:57]([CH3:58])[CH3:59])[CH2:60][CH3:61])([CH3:62])[CH3:63].[F:32][C:33]([F:34])([F:35])[C:36]([OH:37])=[O:38].[F:39][C:40]([F:41])([F:42])[C:43]([OH:44])=[O:45]>>[CH3:1][O:2][c:3]1[cH:4][cH:5][c:6]([CH2:7][S:8][CH:9]2[CH2:10][CH:11]([C:27](=[O:28])[N:50]3[CH2:49][C:48]([N:47]([CH3:46])[CH3:54])=[N:53][CH2:52][CH2:51]3)[N:12]([C:14](=[O:15])[O:16][CH2:17][c:18]3[cH:19][cH:20][c:21]([N+:24](=[O:25])[O-:26])[cH:22][cH:23]3)[CH2:13]2)[cH:30][cH:31]1. Starting materials: BrCc1ccc(Br)cc1, [K+], CN(C)C=O, [OH-], c1nc[nH]n1. Yields the product Brc1ccc(Cn2cncn2)cc1. Reaction SMILES: [Br:8][c:9]1[cH:10][cH:11][c:12]([CH2:15][Br:16])[cH:13][cH:14]1.[K+:2].[O:17]=[CH:18][N:19]([CH3:20])[CH3:21].[OH-:1].[nH:3]1[n:4][cH:5][n:6][cH:7]1>>[n:3]1([CH2:15][c:12]2[cH:11][cH:10][c:9]([Br:8])[cH:14][cH:13]2)[n:4][cH:5][n:6][cH:7]1. The yield is 26.8%. Reactants: N1CC(C1)C1=CC2=C(C=3N=C(SC3CCO2)C=2N(N=C(N2)C)C(C)C)C=C1 (8-azetidin-3-yl-2-(2-isopropyl-5-methyl-2H-[1,2,4]triazol-3-yl)-4,5-dihydro-6-oxa-3-thia-1-aza-benzo[e]azulene), [Si](C)(C)(C(C)(C)C)OCC=O (2-(tert-butyldimethylsilyloxy)acetaldehyde), C(C)(=O)O (acetic acid), C(C)(=O)O[BH-](OC(C)=O)OC(C)=O.[Na+] (sodium triacetoxyborohydride), Cl (Hydrogen chloride), [OH-].[Na+] (NaOH). Solvent: C(Cl)Cl (methylene chloride). Conditions: time 3 hour. Reaction SMILES: [NH:1]1[CH2:4][CH:3]([C:5]2[CH:27]=[CH:26][C:8]3[C:9]4[N:10]=[C:11]([C:17]5[N:18]([CH:23]([CH3:25])[CH3:24])[N:19]=[C:20]([CH3:22])[N:21]=5)[S:12][C:13]=4[CH2:14][CH2:15][O:16][C:7]=3[CH:6]=2)[CH2:2]1.[Si]([O:35][CH2:36][CH:37]=O)(C(C)(C)C)(C)C.C(O)(=O)C.C(O[BH-](OC(=O)C)OC(=O)C)(=O)C.[Na+].Cl.[OH-].[Na+]>C(Cl)Cl>[CH:23]([N:18]1[C:17]([C:11]2[S:12][C:13]3[CH2:14][CH2:15][O:16][C:7]4[CH:6]=[C:5]([CH:3]5[CH2:4][N:1]([CH2:37][CH2:36][OH:35])[CH2:2]5)[CH:27]=[CH:26][C:8]=4[C:9]=3[N:10]=2)=[N:21][C:20]([CH3:22])=[N:19]1)([CH3:25])[CH3:24] |f:3.4,6.7|. Reported procedure: To a solution of 8-azetidin-3-yl-2-(2-isopropyl-5-methyl-2H-[1,2,4]triazol-3-yl)-4,5-dihydro-6-oxa-3-thia-1-aza-benzo[e]azulene (0.300 g, 0.000786 mol) in methylene chloride (4.33 mL) was added 2-(tert-butyldimethylsilyloxy)acetaldehyde (0.449 mL, 0.00236 mol) and acetic acid (2.68 mL, 0.0472 mol) followed by sodium triacetoxyborohydride (1.000 g, 0.004718 mol). The reaction was stirred at room temperature for 3 hours. The reaction was quenched with 1N NaOH. Methylene chloride was added and the ... Product: C(C)(C)N1N=C(N=C1C=1SC=2CCOC3=C(C2N1)C=CC(=C3)C3CN(C3)CCO)C (2-{3-[2-(2-Isopropyl-5-methyl-2H-[1,2,4]triazol-3-yl)-4,5-dihydro-6-oxa-3-thia-1-aza-benzo[e]azulen-8-yl]-azetidin-1-yl}-ethanol). The reactants are C(C1=CC=NC=C1)(=O)NN (isonicotinohydrazide), CC(=O)C (acetone). Conditions: temperature 20 celsius. Yields the product CC(C)=NNC(C1=CC=NC=C1)=O (N′-(1-methylethylidene)isonicotinohydrazide). RXN SMILES: [C:1]([NH:9][NH2:10])(=[O:8])[C:2]1[CH:7]=[CH:6][N:5]=[CH:4][CH:3]=1.[CH3:11][C:12]([CH3:14])=O>>[CH3:11][C:12](=[N:10][NH:9][C:1](=[O:8])[C:2]1[CH:7]=[CH:6][N:5]=[CH:4][CH:3]=1)[CH3:14]. Procedure: A four neck flask (1 liter) equipped with a thermometer, a reflux condenser and a stirrer was charged with 68.5 g (0.5 mol) of isonicotinohydrazide and 500 ml of acetone and then heated under reflux for 24 hours. The reaction liquid was cooled down to 20° C. or lower, and then crystal was filtered off and dried under reduced pressure, whereby the intended compound (white crystal) was obtained.